describe an organic reaction: reactants, conditions, products, and yield From a dataset of the Open Reaction Database (ORD), a public repository of structured organic reaction records. Starting materials: C(C)OC(=O)C=1SC2=C(N1)C=C(C=C2)Cl (5-chloro-benzothiazole-2-carboxylic acid ethyl ester), [OH-].[Na+] (NaOH). The solvent is C1CCOC1 (THF). Run at time 8 hour. Yields the product [Na+].ClC=1C=CC2=C(N=C(S2)C(=O)[O-])C1 (5-chloro-benzothiazole-2-carboxylic acid sodium salt). RXN SMILES: C([O:3][C:4]([C:6]1[S:7][C:8]2[CH:14]=[CH:13][C:12]([Cl:15])=[CH:11][C:9]=2[N:10]=1)=[O:5])C.[OH-].[Na+:17]>C1COCC1>[Na+:17].[Cl:15][C:12]1[CH:13]=[CH:14][C:8]2[S:7][C:6]([C:4]([O-:5])=[O:3])=[N:10][C:9]=2[CH:11]=1 |f:1.2,4.5|. Procedure: To 5-chloro-benzothiazole-2-carboxylic acid ethyl ester (200 mg, 0.83 mmol) was added 3 mL of THF, and 0.83 mL (2 eq) of NaOH solution (2N in MeOH). The reaction mixture was stirred at room temperature overnight. The suspension was filtered and the solid was dried under vacuum to give 170 mg of 5-chloro-benzothiazole-2-carboxylic acid sodium salt as an off-white solid. Starting materials: S1C(=CC=C1)C1=NOC(=C1)C(CC=O)C (3-(3-(2-thienyl)isoxazol-5-yl)butanal), C(C1=CC=CC=C1)N1CCNCC1 (1-benzylpiperazine), [BH-](OC(=O)C)(OC(=O)C)OC(=O)C.[Na+] (NaBH(OAc)3), C(C)(=O)O (acetic acid). Solvent: C(Cl)Cl (methylene chloride). Yields the product C(C1=CC=CC=C1)N1CCN(CC1)CCCCC1=CC(=NO1)C=1SC=CC1 (2-(5-{4-[4-Benylpiperazinyl]butyl}isoxazol-3-yl)thiophene). Yield: 38.3%. RXN SMILES: [S:1]1[CH:5]=[CH:4][CH:3]=[C:2]1[C:6]1[CH:10]=[C:9]([CH:11](C)[CH2:12][CH:13]=O)[O:8][N:7]=1.[CH2:16]([N:23]1[CH2:28][CH2:27][NH:26][CH2:25][CH2:24]1)[C:17]1[CH:22]=[CH:21][CH:20]=[CH:19][CH:18]=1.[BH-](OC(C)=O)(OC(C)=O)O[C:31](C)=O.[Na+].C(O)(=O)C>C(Cl)Cl>[CH2:16]([N:23]1[CH2:28][CH2:27][N:26]([CH2:31][CH2:13][CH2:12][CH2:11][C:9]2[O:8][N:7]=[C:6]([C:2]3[S:1][CH:5]=[CH:4][CH:3]=3)[CH:10]=2)[CH2:25][CH2:24]1)[C:17]1[CH:18]=[CH:19][CH:20]=[CH:21][CH:22]=1 |f:2.3|. Procedure details: About 2 min after dissolving 3-(3-(2-thienyl)isoxazol-5-yl)butanal (21 mg, 0.095 mmol) and 1-benzylpiperazine (16.5, 0.095 mmol) in 2 mL of dry methylene chloride, were added NaBH(OAc)3 (60.4 mg, 0.285 mmol), cold acetic acid (6.5, 0.114 mmol) and molecular sieves (5 beads). The reaction mixture was reacted for 4.2 hr and followed the same processes as in Example 1 to obtain 13.9 mg (81.0%) of the target compound.